From a dataset of the Open Reaction Database (ORD), a public repository of structured organic reaction records. describe an organic reaction: reactants, conditions, products, and yield Reactants: N1CCCC1 (pyrrolidine), C(C)(=O)O (acetic acid), C(C)(=O)O[BH-](OC(C)=O)OC(C)=O.[Na+] (sodium triacetoxyborohydride), S1C=C(C=C1)S(=O)(=O)OC1=C2CNC(C2=C(C=C1OC)C=1N(C2=CC=C(C=C2C1)C=O)C(=O)OC(C)(C)C)=O (4-(3-thiophenesulfonyloxy)-5-methoxy-7-[1-(tert-butoxycarbonyl)-5-formylindol-2-yl]isoindolinone). Solvent: C(C)#N (acetonitrile). The product is S1C=C(C=C1)S(=O)(=O)OC1=C2CNC(C2=C(C=C1OC)C=1N(C2=CC=C(C=C2C1)CN1CCCC1)C(=O)OC(C)(C)C)=O (4-(3-thiophenesulfonyloxy)-5-methoxy-7-[1-(tert-butoxycarbonyl)-5-(pyrrolidin-1-ylmethyl)indol-2-yl]isoindolinone). Yield: 70.5%. Reaction SMILES: [S:1]1[CH:5]=[CH:4][C:3]([S:6]([O:9][C:10]2[C:18]([O:19][CH3:20])=[CH:17][C:16]([C:21]3[N:22]([C:32]([O:34][C:35]([CH3:38])([CH3:37])[CH3:36])=[O:33])[C:23]4[C:28]([CH:29]=3)=[CH:27][C:26]([CH:30]=O)=[CH:25][CH:24]=4)=[C:15]3[C:11]=2[CH2:12][NH:13][C:14]3=[O:39])(=[O:8])=[O:7])=[CH:2]1.[NH:40]1[CH2:44][CH2:43][CH2:42][CH2:41]1.C(O)(=O)C.C(O[BH-](OC(=O)C)OC(=O)C)(=O)C.[Na+]>C(#N)C>[S:1]1[CH:5]=[CH:4][C:3]([S:6]([O:9][C:10]2[C:18]([O:19][CH3:20])=[CH:17][C:16]([C:21]3[N:22]([C:32]([O:34][C:35]([CH3:37])([CH3:36])[CH3:38])=[O:33])[C:23]4[C:28]([CH:29]=3)=[CH:27][C:26]([CH2:30][N:40]3[CH2:44][CH2:43][CH2:42][CH2:41]3)=[CH:25][CH:24]=4)=[C:15]3[C:11]=2[CH2:12][NH:13][C:14]3=[O:39])(=[O:8])=[O:7])=[CH:2]1 |f:3.4|. Procedure details: In a similar manner to Step 2 of Example 6, 4-(3-thiophenesulfonyloxy)-5-methoxy-7-[1-(tert-butoxycarbonyl)-5-formylindol-2-yl]isoindolinone (0.0650 g, 0.114 mmol) was dissolved in acetonitrile (5.0 mL), and the solution was treated with pyrrolidine (0.191 mL, 2.29 mmol), acetic acid (0.131 mL, 2.29 mmol) and sodium triacetoxyborohydride (0.0730 g, 0.343 mmol), followed by purification of the residue by flash column chromatography (chloroform/methanol=85/15, 80/20) to obtain 4-(3-thiophenesulfon... The reactants are C1(=CC=CC=C1)NNC(=O)N (1-phenylsemicarbazide), C1(=CC=C(C=C1)S(=O)(=O)O)C (p-toluenesulfonic acid). Run in C(OC)(OC)OC (trimethyl orthoformate). Product: OC1=NN(C=N1)C1=CC=CC=C1 (3-hydroxy-1-phenyl-1,2,4-1H-triazole). Reaction SMILES: [C:1]1([NH:7][NH:8][C:9]([NH2:11])=[O:10])[CH:6]=[CH:5][CH:4]=[CH:3][CH:2]=1.[C:12]1(C)C=CC(S(O)(=O)=O)=CC=1>C(OC)(OC)OC>[OH:10][C:9]1[N:11]=[CH:12][N:7]([C:1]2[CH:2]=[CH:3][CH:4]=[CH:5][CH:6]=2)[N:8]=1. Procedure: One hundred g of 1-phenylsemicarbazide was added to 500 ml of trimethyl orthoformate, and about 400 mg of p-toluenesulfonic acid was added to the mixture. It was heated on a steam bath with strong agitation for 2 hours, and was then transferred to a large flask, cooled and evaporated under vacuum. The residue was recrystallized from about 1600 ml of acetic acid to obtain 97 g of the desired intermediate, m.p. 277°-280°. Product: Nc1ccc(Br)cc1C1(O)CCCCC1. Reaction SMILES: [Br:12][CH2:13][CH2:14][CH2:15][CH2:16][CH2:17][Br:18].[NH2:1][c:2]1[c:3]([C:4](=[O:5])[OH:6])[cH:7][c:8]([Br:11])[cH:9][cH:10]1.[OH2:19]>>[NH2:1][c:2]1[c:3]([C:4]2([OH:6])[CH2:13][CH2:14][CH2:15][CH2:16][CH2:17]2)[cH:7][c:8]([Br:11])[cH:9][cH:10]1. Starting materials: BrCCCCCBr, Nc1ccc(Br)cc1C(=O)O, O. The reactants are C(=O)C1=C(C=CC(=C1)OC)NC=O (N-(2-formyl-4-methoxyphenyl)formamide), N[C@@H](CCC(N)=O)C(=O)O (L-glutamine), [BH4-].[Na+] (sodium borohydride). Solvent: CO (methanol), CO (methanol), [OH-].[Na+] (sodium hydroxide), [OH-].[Na+] (sodium hydroxide). Run at temperature 20 celsius, time 1 hour. The product is C(N)(=O)CCC(C(=O)O)N1C=NC2=CC=C(C=C2C1)OC (4-carbamoyl-2-(6-methoxy-4H-quinazolin-3-yl)butanoic acid). Reaction SMILES: [CH:1]([C:3]1[CH:8]=[C:7]([O:9][CH3:10])[CH:6]=[CH:5][C:4]=1[NH:11][CH:12]=O)=O.[NH2:14][C@H:15]([C:21]([OH:23])=[O:22])[CH2:16][CH2:17][C:18](=[O:20])[NH2:19].[BH4-].[Na+]>CO.[OH-].[Na+]>[C:18]([CH2:17][CH2:16][CH:15]([N:14]1[CH2:1][C:3]2[C:4](=[CH:5][CH:6]=[C:7]([O:9][CH3:10])[CH:8]=2)[N:11]=[CH:12]1)[C:21]([OH:23])=[O:22])(=[O:20])[NH2:19] |f:2.3,5.6|. Reported procedure: A solution of 0.79 g of the product from stage 3 in 30 ml of methanol was added to a solution of 0.58 g of L-glutamine in 10 ml of methanol and 2 ml of 2N sodium hydroxide solution. After stirring for 1 hour at 20° C., the mixture was cooled to 0° C. and 0.103 g of sodium borohydride was added in portions within 30 minutes. The mixture was stirred for 12 hours at 0° C., then adjusted to pH 2 to 3, and stirred for a further 4 hours at 20° C. After neutralizing the solution with sodium hydroxide, ...